This data is from the Open Reaction Database (ORD), a public repository of structured organic reaction records. The task is: describe an organic reaction: reactants, conditions, products, and yield Isolated yield 31.5%. Procedure details: 5-(3-Amino-2-hydroxy-phenyl)-furan-2-carboxylic acid hydrobromide 9c (150 mg, 0.5 mmol) was dissolved in hydrochloric acid (1.7 mL, 1 mol/L) upon cooling by an ice-water bath, followed by dropwise addition of 0.6 mL of aqueous sodium nitrite (38 mg, 0.55 mmol). After the mixture was reacted for 20 minutes, 2-(2,2-dimethyl-indan-5-yl)-5-methyl-2,4-dihydro-pyrazol-3-one 45d (109 mg, 0.45 mmol), sodium bicarbonate (630 mg, 7.5 mmol) and 1 mL of ethanol were added successively. The reaction mixture ... Reaction SMILES: Br.[NH2:2][C:3]1[C:4]([OH:17])=[C:5]([C:9]2[O:13][C:12]([C:14]([OH:16])=[O:15])=[CH:11][CH:10]=2)[CH:6]=[CH:7][CH:8]=1.[N:18]([O-])=O.[Na+].[CH3:22][C:23]1([CH3:39])[CH2:31][C:30]2[C:25](=[CH:26][CH:27]=[C:28]([N:32]3[C:36](=[O:37])[CH2:35][C:34]([CH3:38])=[N:33]3)[CH:29]=2)[CH2:24]1.C(=O)(O)[O-].[Na+]>Cl.C(O)C>[CH3:22][C:23]1([CH3:39])[CH2:31][C:30]2[C:25](=[CH:26][CH:27]=[C:28]([N:32]3[C:36](=[O:37])[C:35](=[N:18][NH:2][C:3]4[C:4]([OH:17])=[C:5]([C:9]5[O:13][C:12]([C:14]([OH:16])=[O:15])=[CH:11][CH:10]=5)[CH:6]=[CH:7][CH:8]=4)[C:34]([CH3:38])=[N:33]3)[CH:29]=2)[CH2:24]1 |f:0.1,2.3,5.6|. Starting materials: Br.NC=1C(=C(C=CC1)C1=CC=C(O1)C(=O)O)O (5-(3-amino-2-hydroxy-phenyl)-furan-2-carboxylic acid hydrobromide), CC1(CC2=CC=C(C=C2C1)N1N=C(CC1=O)C)C (2-(2,2-dimethyl-indan-5-yl)-5-methyl-2,4-dihydro-pyrazol-3-one), C([O-])(O)=O.[Na+] (sodium bicarbonate), N(=O)[O-].[Na+] (sodium nitrite). Run in Cl (hydrochloric acid), C(C)O (ethanol). The product is CC1(CC2=CC=C(C=C2C1)N1N=C(C(C1=O)=NNC=1C(=C(C=CC1)C1=CC=C(O1)C(=O)O)O)C)C (5-(3-{N′-[1-(2,2-dimethyl-indan-5-yl)-3-methyl-5-oxo-1,5-dihydro-pyrazol-4-ylidene]-hydrazino}-2-hydroxy-phenyl)-furan-2-carboxylic acid). Reactants: O=C(CNC(=O)C1=NNC(=C1)C1=C(C=CC=C1)[N+](=O)[O-])N1CCN(CC1)C(C1=C(C=CC=C1)C(F)(F)F)=O (5-(2-Nitro-phenyl)-1H-pyrazole-3-carboxylic acid {2-oxo-2-[4-(2-trifluoromethyl-benzoyl)-piperazin-1-yl]-ethyl}-amide), CO (MeOH). The reagents and catalysts are [Pd] (Pd). Solvent: C1CCOC1 (THF). Product: O=C(CNC(=O)C1=NNC(=C1)C1=C(C=CC=C1)N)N1CCN(CC1)C(C1=C(C=CC=C1)C(F)(F)F)=O (5-(2-Amino-phenyl)-1H-pyrazole-3-carboxylic acid {2-oxo-2-[4-(2-trifluoromethyl-benzoyl)-piperazin-1-yl]-ethyl}-amide). The yield is 26.8%. RXN SMILES: [O:1]=[C:2]([N:21]1[CH2:26][CH2:25][N:24]([C:27](=[O:38])[C:28]2[CH:33]=[CH:32][CH:31]=[CH:30][C:29]=2[C:34]([F:37])([F:36])[F:35])[CH2:23][CH2:22]1)[CH2:3][NH:4][C:5]([C:7]1[CH:11]=[C:10]([C:12]2[CH:17]=[CH:16][CH:15]=[CH:14][C:13]=2[N+:18]([O-])=O)[NH:9][N:8]=1)=[O:6].CO>[Pd].C1COCC1>[O:1]=[C:2]([N:21]1[CH2:22][CH2:23][N:24]([C:27](=[O:38])[C:28]2[CH:33]=[CH:32][CH:31]=[CH:30][C:29]=2[C:34]([F:35])([F:37])[F:36])[CH2:25][CH2:26]1)[CH2:3][NH:4][C:5]([C:7]1[CH:11]=[C:10]([C:12]2[CH:17]=[CH:16][CH:15]=[CH:14][C:13]=2[NH2:18])[NH:9][N:8]=1)=[O:6]. Procedure details: 10% Pd/c (30 mg) was added to a stirred solution of 5-(2-Nitro-phenyl)-1H-pyrazole-3-carboxylic acid {2-oxo-2-[4-(2-trifluoromethyl-benzoyl)-piperazin-1-yl]-ethyl}-amide (160 mg, 0.3 mmol) in mixture of MeOH (60 mL) and THF (10 mL) and stirred under hydrogen atmosphere. The reaction mixture was then stirred for 1.5 hrs at room temperature. The mixture was filtered over a bed of celite. The celite was washed with MeOH and the filtrate was concentrated under reduced pressure. The crude was washed ... Starting materials: CCOC(=O)Cc1ccc(OC)c(Oc2ccc(Br)cc2CBr)c1, CN1CCNC1=O. Product: CCOC(=O)Cc1ccc(OC)c(Oc2ccc(Br)cc2CN2CCN(C)C2=O)c1. Reaction SMILES: [CH2:1]([CH3:2])[O:3][C:4]([CH2:5][c:6]1[cH:7][c:8]([O:14][c:15]2[c:16]([CH2:22][Br:23])[cH:17][c:18]([Br:21])[cH:19][cH:20]2)[c:9]([O:12][CH3:13])[cH:10][cH:11]1)=[O:24].[CH3:25][N:26]1[C:27](=[O:31])[NH:28][CH2:29][CH2:30]1>>[CH2:1]([CH3:2])[O:3][C:4]([CH2:5][c:6]1[cH:7][c:8]([O:14][c:15]2[c:16]([CH2:22][N:28]3[C:27](=[O:31])[N:26]([CH3:25])[CH2:30][CH2:29]3)[cH:17][c:18]([Br:21])[cH:19][cH:20]2)[c:9]([O:12][CH3:13])[cH:10][cH:11]1)=[O:24]. Starting materials: ClCC1=NN=C(O1)C1=CC=C(C=C1)C1=CC(=CC=C1C)C(=O)NC1CC1 (4′-[5-(chloromethyl)-1,3,4-oxadiazol-2-yl]-N-cyclopropyl-6-methyl-1,1′-biphenyl-3-carboxamide), ClCC1=NN=C(O1)C1=CC=C(C=C1)C1=CC(=CC=C1C)C(=O)NC1CC1 (4′-[5-(chloromethyl)-1,3,4-oxadiazol-2-yl]-N-cyclopropyl-6-methyl-1,1′-biphenyl-3-carboxamide), [I-].[K+] (potassium iodide), C(C)N (ethylamine). Solvent: C1CCOC1 (THF). Conditions: time 18 hour. Yields the product C1(CC1)NC(=O)C=1C=C(C(=CC1)C)C1=CC=C(C=C1)C=1OC(=NN1)CNCC (N-Cyclopropyl-4′-{5-[(ethylamino)methyl]-1,3,4-oxadiazol-2-yl}-6-methyl-1,1′-biphenyl-3-carboxamide). Reaction SMILES: Cl[CH2:2][C:3]1[O:7][C:6]([C:8]2[CH:13]=[CH:12][C:11]([C:14]3[C:19]([CH3:20])=[CH:18][CH:17]=[C:16]([C:21]([NH:23][CH:24]4[CH2:26][CH2:25]4)=[O:22])[CH:15]=3)=[CH:10][CH:9]=2)=[N:5][N:4]=1.[I-].[K+].[CH2:29]([NH2:31])[CH3:30]>C1COCC1>[CH:24]1([NH:23][C:21]([C:16]2[CH:15]=[C:14]([C:11]3[CH:12]=[CH:13][C:8]([C:6]4[O:7][C:3]([CH2:2][NH:31][CH2:29][CH3:30])=[N:4][N:5]=4)=[CH:9][CH:10]=3)[C:19]([CH3:20])=[CH:18][CH:17]=2)=[O:22])[CH2:26][CH2:25]1 |f:1.2|. Procedure: 4′-[5-(Chloromethyl)-1,3,4-oxadiazol-2-yl]-N-cyclopropyl-6-methyl-1,1′-biphenyl-3-carboxamide (Intermediate 45) (37 mg) and potassium iodide (5 mg) were mixed in ethylamine in THF (2M, 3 ml) and the reaction stirred at room temperature for 18 hours. The excess amine was evaporated under vacuum and the residue purified by preparative HPLC. After evaporation of the solvent this gave N-cyclopropyl-4′-{5-[(ethylamino)methyl]-1,3,4-oxadiazol-2-yl}-6-methyl-1,1′-biphenyl-3-carboxamide.